Dataset: the Open Reaction Database (ORD), a public repository of structured organic reaction records. Task: describe an organic reaction: reactants, conditions, products, and yield The reactants are C=CC1=CC=CC=C1 (styrene), [OH-].[Na+] (sodium hydroxide), CC(C1=CC=CC=C1)C=1C(=C(C(=CC1)C)C)C(C1=CC=CC=C1)C.CC(C1=CC=CC=C1)C(CC1=CC=CC=C1)C(C1=CC=CC=C1)C (bis-(α-methylbenzyl) xylene bis-(α-methylbenzyl) ethylbenzene). Conditions: temperature 14 celsius. The product is C1(CCCCC1)C(C)C1(CCC(CC1)(C)C)C(C)C1CCCCC1.C1(CCCCC1)C(C)C1(CCC(CC1)CC)C(C)C1CCCCC1 (bis-(α-cyclohexylethyl) dimethylcyclohexane bis-(α-cyclohexylethyl) ethylcyclohexane), ( II ). Reaction SMILES: [OH-].[Na+].[CH3:3][CH:4]([C:11]1C(C(C)C2C=CC=CC=2)=C(C)C(C)=CC=1)[C:5]1C=CC=C[CH:6]=1.[CH3:27][CH:28]([CH:35]([CH:43]([CH3:50])[C:44]1[CH:49]=[CH:48][CH:47]=[CH:46][CH:45]=1)[CH2:36][C:37]1C=CC=CC=1)[C:29]1[CH:34]=[CH:33][CH:32]=[CH:31][CH:30]=1.[CH2:51]=[CH:52][C:53]1C=CC=[CH:55][CH:54]=1>>[CH:29]1([CH:28]([C:35]2([CH:43]([CH:44]3[CH2:49][CH2:48][CH2:47][CH2:46][CH2:45]3)[CH3:50])[CH2:36][CH2:37][C:4]([CH3:11])([CH3:3])[CH2:5][CH2:6]2)[CH3:27])[CH2:34][CH2:33][CH2:32][CH2:31][CH2:30]1.[CH:44]1([CH:43]([C:35]2([CH:28]([CH:29]3[CH2:30][CH2:31][CH2:32][CH2:33][CH2:34]3)[CH3:27])[CH2:36][CH2:37][CH:53]([CH2:54][CH3:55])[CH2:52][CH2:51]2)[CH3:50])[CH2:45][CH2:46][CH2:47][CH2:48][CH2:49]1 |f:0.1,2.3,5.6|. Procedure details: Twenty-one (21) Kl/hr of the distillate (a mixture of α-methylbenzylxylene and α-methylbenzylethylbenzene) boiling in the range of 300°-319° C. obtained in Example 2, 0.1 Kl/hr of styrene and 0.4 Kl/hr of sulphuric acid (92%) were supplied into a 17-Kl reactor (average residence time: about 48 minutes) and so cooled from outside as to maintain the reaction temperature at 14° C. The resulting effluent from the autoclave was allowed to stand still thereby to separate the lower layer (sulphuric aci... The reactants are BrCCCCCCCCCCBr (1,10-dibromodecane), C1(C=2C(C(N1)=O)=CC=CC2)=O.[K] (potassium phthalimide), [I-].[K+] (potassium iodide), product, N1CCCCC1 (piperidine), [I-].[K+] (potassium iodide). Solvent: CC(=O)C (acetone). The product is N1(CCCCC1)CCCCCCCCCCN (10-Piperidinodecylamine). Reaction SMILES: Br[CH2:2][CH2:3][CH2:4][CH2:5][CH2:6][CH2:7][CH2:8][CH2:9][CH2:10][CH2:11]Br.C1(=O)[NH:17][C:16](=O)[C:15]2=[CH:19][CH:20]=[CH:21]C=C12.[K].[I-].[K+].[NH:27]1CCCCC1>CC(C)=O>[N:17]1([CH2:2][CH2:3][CH2:4][CH2:5][CH2:6][CH2:7][CH2:8][CH2:9][CH2:10][CH2:11][NH2:27])[CH2:16][CH2:15][CH2:19][CH2:20][CH2:21]1 |f:1.2,3.4,^1:23|. Procedure: The synthesis was performed according to the procedure described in example 157 using reagents 1,10-dibromodecane (30 mmol), potassium phthalimide (15 mmol), and catalytic amounts of potassium iodide in the first step. The product (12.5 mmol), piperidine (50 mmol) and catalytic amounts of potassium iodide were refluxed in acetone for 12 hours. Solvent and piperidine were evaporated. The residue was treated with hydrochloric acid (2N), with potassium carbonate solution and then extracted with met...